From a dataset of the Open Reaction Database (ORD), a public repository of structured organic reaction records. describe an organic reaction: reactants, conditions, products, and yield Reactants: CSC=1C(=NNC1)C=1C=NC=CC1 (3-(4-methylsulfanyl-1H-pyrazol-3-yl)-pyridine), IC=1C(=NNC1)C=1C=NC=CC1 (3-(4-iodo-1H-pyrazol-3-yl)-pyridine), IC=1C(=NNC1)C=1C=NC=CC1 (3-(4-iodo-1H-pyrazol-3-yl)-pyridine), C(CCC)SSCCCC (1-butyldisulfanyl-butane), disulfide. Solvent: C(C)(=O)OCC.C(C)OCC (ethyl acetate diethyl ether). Yields the product C(CCC)SC=1C(=NNC1)C=1C=NC=CC1 (3-(4-Butylsulfanyl-1H-pyrazol-3-yl)-pyridine). The yield is 18.4%. As a reaction SMILES: [CH3:1][S:2][C:3]1[C:4]([C:8]2[CH:9]=[N:10][CH:11]=[CH:12][CH:13]=2)=[N:5][NH:6][CH:7]=1.[CH2:14](SSCCCC)[CH2:15][CH2:16]C.IC1C(C2C=NC=CC=2)=NNC=1>C(OCC)(=O)C.C(OCC)C>[CH2:1]([S:2][C:3]1[C:4]([C:8]2[CH:9]=[N:10][CH:11]=[CH:12][CH:13]=2)=[N:5][NH:6][CH:7]=1)[CH2:14][CH2:15][CH3:16] |f:3.4|. Procedure: Compound 21F was prepared following the procedure as described for the synthesis of compound 21A (see Scheme 3) using 1-butyldisulfanyl-butane as the disulfide and 3-(4-iodo-1H-pyrazol-3-yl)-pyridine (compound 20B). (flash chromatography conditions ethyl acetate/diethyl ether 3/1). Starting materials: CCOC(=O)Cc1c(C(=O)OCC)c2cc(Oc3nc(C)ccc3C#N)ccc2n1-c1ccc(OC(C)C)cc1, CCO, [Na+], [OH-]. Yields the product CCOC(=O)c1c(CC(=O)O)n(-c2ccc(OC(C)C)cc2)c2ccc(Oc3nc(C)ccc3C#N)cc12. Reaction SMILES: [CH2:1]([CH3:2])[O:3][C:4](=[O:5])[c:6]1[c:7]([CH2:35][C:36](=[O:37])[O:38][CH2:39][CH3:40])[n:8](-[c:25]2[cH:26][cH:27][c:28]([O:31][CH:32]([CH3:33])[CH3:34])[cH:29][cH:30]2)[c:9]2[cH:10][cH:11][c:12]([O:15][c:16]3[n:17][c:18]([CH3:24])[cH:19][cH:20][c:21]3[C:22]#[N:23])[cH:13][c:14]12.[CH3:43][CH2:44][OH:45].[Na+:42].[OH-:41]>>[CH2:1]([CH3:2])[O:3][C:4](=[O:5])[c:6]1[c:7]([CH2:35][C:36](=[O:37])[OH:38])[n:8](-[c:25]2[cH:26][cH:27][c:28]([O:31][CH:32]([CH3:33])[CH3:34])[cH:29][cH:30]2)[c:9]2[cH:10][cH:11][c:12]([O:15][c:16]3[n:17][c:18]([CH3:24])[cH:19][cH:20][c:21]3[C:22]#[N:23])[cH:13][c:14]12. Reactants: CN1C(NC(C=2N(C=NC12)CC1=CC=C(C=C1)C(C1=CC=C(C=C1)Cl)=O)=O)=O (3-methyl-7-[4-(4-chlorobenzoyl)-benzyl]xanthine), [H-].[Na+] (sodium hydride), FCBr (fluoromethyl bromide). The solvent is CN(C)C=O (DMF), O (water). Product: ClC1=CC=C(C(=O)C2=CC=C(CN3C=NC=4N(C(N(C(C34)=O)CF)=O)C)C=C2)C=C1 (7-[4-(4-Chlorobenzoyl)benzyl]-1-fluoromethyl-3-methylxanthine). The yield is 26.5%. Reaction SMILES: [CH3:1][N:2]1[C:10]2[N:9]=[CH:8][N:7]([CH2:11][C:12]3[CH:17]=[CH:16][C:15]([C:18](=[O:26])[C:19]4[CH:24]=[CH:23][C:22]([Cl:25])=[CH:21][CH:20]=4)=[CH:14][CH:13]=3)[C:6]=2[C:5](=[O:27])[NH:4][C:3]1=[O:28].[H-].[Na+].[F:31][CH2:32]Br>CN(C=O)C.O>[Cl:25][C:22]1[CH:23]=[CH:24][C:19]([C:18]([C:15]2[CH:14]=[CH:13][C:12]([CH2:11][N:7]3[C:6]4[C:5](=[O:27])[N:4]([CH2:32][F:31])[C:3](=[O:28])[N:2]([CH3:1])[C:10]=4[N:9]=[CH:8]3)=[CH:17][CH:16]=2)=[O:26])=[CH:20][CH:21]=1 |f:1.2|. Procedure: A solution of 3-methyl-7-[4-(4-chlorobenzoyl)-benzyl]xanthine (975 mg), sodium hydride (61 mg) and fluoromethyl bromide (121 mg) in DMF (10 ml) was stirred at 10° C. for 1 hour. This reaction mixture was poured in water and extracted with ethyl acetate. The extract was washed with water, dried, and concentrated. The residue was purified by silica gel column chromatography (hexane-ethyl acetate =1:2) and recrystallized from ethyl acetate to provide the title compound as colorless solid (121 mg). The solvent is CN(C)C=O (DMF), CN(C)C=O (DMF). The reactants are [H-].[Na+] (sodium hydride), C(C)(C)(C)OC(=O)N1CCC(CC1)\C=C\C1=CC=C2C(=NNC2=C1)C1CCN(CC1)CC(=O)OC(C)(C)C (4-{2-[3-(1-tert-butoxycarbonylmethyl-piperidin-4-yl)-1H-indazol-6-yl]-(E)-vinyl}-piperidine-1-carboxylic acid tert-butyl ester), ClC1=CC=C(CCl)C=C1 (4-chlorobenzyl chloride). Yield: 43.7%. As a reaction SMILES: [C:1]([O:5][C:6]([N:8]1[CH2:13][CH2:12][CH:11](/[CH:14]=[CH:15]/[C:16]2[CH:24]=[C:23]3[C:19]([C:20]([CH:25]4[CH2:30][CH2:29][N:28]([CH2:31][C:32]([O:34][C:35]([CH3:38])([CH3:37])[CH3:36])=[O:33])[CH2:27][CH2:26]4)=[N:21][NH:22]3)=[CH:18][CH:17]=2)[CH2:10][CH2:9]1)=[O:7])([CH3:4])([CH3:3])[CH3:2].[H-].[Na+].[Cl:41][C:42]1[CH:49]=[CH:48][C:45]([CH2:46]Cl)=[CH:44][CH:43]=1>CN(C=O)C>[C:1]([O:5][C:6]([N:8]1[CH2:13][CH2:12][CH:11](/[CH:14]=[CH:15]/[C:16]2[CH:24]=[C:23]3[C:19]([C:20]([CH:25]4[CH2:26][CH2:27][N:28]([CH2:31][C:32]([O:34][C:35]([CH3:38])([CH3:37])[CH3:36])=[O:33])[CH2:29][CH2:30]4)=[N:21][N:22]3[CH2:46][C:45]3[CH:48]=[CH:49][C:42]([Cl:41])=[CH:43][CH:44]=3)=[CH:18][CH:17]=2)[CH2:10][CH2:9]1)=[O:7])([CH3:4])([CH3:3])[CH3:2] |f:1.2|. The product is C(C)(C)(C)OC(=O)N1CCC(CC1)\C=C\C1=CC=C2C(=NN(C2=C1)CC1=CC=C(C=C1)Cl)C1CCN(CC1)CC(=O)OC(C)(C)C (4-{2-[3-(1-tert-Butoxycarbonylmethyl-piperidin-4-yl)-1-(4-chloro-benzyl)-1H-indazol-6-yl]-(E)-vinyl}-piperidine-1-carboxylic acid tert-butyl ester). Conditions: time 0.5 hour. Reported procedure: A solution of 4-{2-[3-(1-tert-butoxycarbonylmethyl-piperidin-4-yl)-1H-indazol-6-yl]-(E)-vinyl}-piperidine-1-carboxylic acid tert-butyl ester (0.29 g, 0.553 mmol) in dry DMF (5 ml) was stirred under nitrogen and treated with sodium hydride (0.024 g, 0.608 mmol, 60% dispersion in oil). The mixture was stirred for 0.5 h and a solution of 4-chlorobenzyl chloride (0.090 g, 0.559 mmol; Aldrich) in DMF (5 ml) was added). The mixture was stirred at 23° for 16 h, evaporated in vacuo, treated with water (... The reactants are N1C=NC=C1 (Imidazole), CN1C=C(C2=CC=CC=C12)C(C=C)=O (1-(1-methyl-1H-indol-3-yl)-1-prop-2-enone). Run in C(C)(=O)OCC (ethyl acetate). Conditions: time 18 hour. Product: N1(C=NC=C1)CCC(=O)C1=CN(C2=CC=CC=C12)C (3-(1H-Imidazol-1-yl)-1-(1-methyl-1H-indol-3-yl)-1-propanone). The yield is 59.0%. Reaction SMILES: [NH:1]1[CH:5]=[CH:4][N:3]=[CH:2]1.[CH3:6][N:7]1[C:15]2[C:10](=[CH:11][CH:12]=[CH:13][CH:14]=2)[C:9]([C:16](=[O:19])[CH:17]=[CH2:18])=[CH:8]1>C(OCC)(=O)C>[N:1]1([CH2:18][CH2:17][C:16]([C:9]2[C:10]3[C:15](=[CH:14][CH:13]=[CH:12][CH:11]=3)[N:7]([CH3:6])[CH:8]=2)=[O:19])[CH:5]=[CH:4][N:3]=[CH:2]1. Procedure details: Imidazole (0.433 g) was added to a solution of 1-(1-methyl-1H-indol-3-yl)-1-prop-2-enone (0.393 g) in ethyl acetate (12 ml) and the mixture was stirred and heated at reflux for 2.25 h. The mixture was cooled and allowed to stand for 18 h at room temperature. The resulting precipitate was filtered off, washed with ethyl acetate (2 ml) and ether (10 ml) and dried to give the title compound (0.317 g), m.p. 121°-123°; λmax (EtOH) 245.5 nm (ε14,080), λinf 248 nm (ε13,750), λinf 258 nm (ε9,400), λmax ... The reactants are OCCCBr, C1COCCO1, [OH], Cc1ccnc2ccccc12. The product is [Br-], Cc1cc[n+](CCCO)c2ccccc12. Reaction SMILES: [Br:12][CH2:13][CH2:14][CH2:15][OH:16].[CH2:18]1[O:19][CH2:20][CH2:21][O:22][CH2:23]1.[OH:17].[n:1]1[cH:2][cH:3][c:4]([CH3:5])[c:6]2[cH:7][cH:8][cH:9][cH:10][c:11]12>>[Br-:12].[n+:1]1([CH2:13][CH2:14][CH2:15][OH:16])[cH:2][cH:3][c:4]([CH3:5])[c:6]2[cH:7][cH:8][cH:9][cH:10][c:11]12. Reactants: gum, C(C)OC(C1=CC(=C(C(=C1)C1=CC(=CC=C1)C(F)(F)F)OCCO)C1=CC=C(C=C1)OC)=O (3-(4-methoxyphenyl)-5-(3-trifluoromethylphenyl)-4-(2-hydroxyethoxy)benzoic acid ethyl ester), C1(=CC=CC=C1)CCCCCCN (6-phenylhexylamine). Yields the product C1(=CC=CC=C1)CCCCCCNC(C1=CC(=C(C(=C1)C1=CC(=CC=C1)C(F)(F)F)OCCO)C1=CC=C(C=C1)OC)=O (N-(6-phenylhexyl)-3-(4-methoxyphenyl)-5-(3-trifluoromethylphenyl)-4-(2-hydroxyethoxy)benzamide). RXN SMILES: C([O:3][C:4](=O)[C:5]1[CH:10]=[C:9]([C:11]2[CH:16]=[CH:15][CH:14]=[C:13]([C:17]([F:20])([F:19])[F:18])[CH:12]=2)[C:8]([O:21][CH2:22][CH2:23][OH:24])=[C:7]([C:25]2[CH:30]=[CH:29][C:28]([O:31][CH3:32])=[CH:27][CH:26]=2)[CH:6]=1)C.[C:34]1([CH2:40][CH2:41][CH2:42][CH2:43][CH2:44][CH2:45][NH2:46])[CH:39]=[CH:38][CH:37]=[CH:36][CH:35]=1>>[C:34]1([CH2:40][CH2:41][CH2:42][CH2:43][CH2:44][CH2:45][NH:46][C:4](=[O:3])[C:5]2[CH:10]=[C:9]([C:11]3[CH:16]=[CH:15][CH:14]=[C:13]([C:17]([F:18])([F:19])[F:20])[CH:12]=3)[C:8]([O:21][CH2:22][CH2:23][OH:24])=[C:7]([C:25]3[CH:30]=[CH:29][C:28]([O:31][CH3:32])=[CH:27][CH:26]=3)[CH:6]=2)[CH:39]=[CH:38][CH:37]=[CH:36][CH:35]=1. Procedure details: The product was prepared as a yellow gum (0.191 g, 74%) from 3-(4-methoxyphenyl)-5-(3-trifluoromethylphenyl)-4-(2-hydroxyethoxy)benzoic acid ethyl ester and 6-phenylhexylamine using a procedure similar to step 2 of example 1; 1H NMR (300 MHz, DMSO-d6) δ 1.27–1.38 (m, 4H), 1.47–1.60 (m, 4H), 2.55 (t, J=7.5 Hz, 2H), 3.10 (q, J=7 Hz, 2H), 3.20–3.30 (m, 4H), 3.80 (s, 3H), 4.38 (t, J=6 Hz, 1H), 7.02–7.08 (m, 2H), 7.10–7.18 (m, 3H), 7.23–7.26 (m, 2H), 7.55–7.60 (m, 2H), 7.68–7.78 (m, 2H), 7.83–7.88 (m... Starting materials: FB(F)F, CCOCC, C1CCOC1, CCOCC, CC(C)=O, Nc1n[nH]c2ncc(F)cc12, [I-], CC(C)CCON=O, [Na+]. Yields the product Fc1cnc2[nH]nc(I)c2c1. RXN SMILES: [B:17]([F:18])([F:19])[F:20].[CH2:12]([O:13][CH2:14][CH3:15])[CH3:16].[CH2:31]1[O:32][CH2:33][CH2:34][CH2:35]1.[CH3:36][CH2:37][O:38][CH2:39][CH3:40].[CH3:41][C:42](=[O:43])[CH3:44].[F:1][c:2]1[cH:3][c:4]2[c:5]([n:6][cH:7]1)[nH:8][n:9][c:10]2[NH2:11].[I-:30].[N:21]([O:22][CH2:23][CH2:24][CH:25]([CH3:26])[CH3:27])=[O:28].[Na+:29]>>[F:1][c:2]1[cH:3][c:4]2[c:5]([n:6][cH:7]1)[nH:8][n:9][c:10]2[I:30]. The reactants are CCCCO, Nc1nc(Cl)c(N)c(Cl)n1, COc1c(C)cnc(CN)c1C. The product is COc1c(C)cnc(CNc2nc(N)nc(Cl)c2N)c1C. As a reaction SMILES: [CH2:23]([OH:24])[CH2:25][CH2:26][CH3:27].[Cl:1][c:2]1[n:3][c:4]([NH2:10])[n:5][c:6]([Cl:9])[c:7]1[NH2:8].[NH2:11][CH2:12][c:13]1[n:14][cH:15][c:16]([CH3:22])[c:17]([O:20][CH3:21])[c:18]1[CH3:19]>>[c:2]1([NH:11][CH2:12][c:13]2[n:14][cH:15][c:16]([CH3:22])[c:17]([O:20][CH3:21])[c:18]2[CH3:19])[n:3][c:4]([NH2:10])[n:5][c:6]([Cl:9])[c:7]1[NH2:8].